describe an organic reaction: reactants, conditions, products, and yield From a dataset of the Open Reaction Database (ORD), a public repository of structured organic reaction records. Reactants: C=CC(=O)OC, C=CCC(c1ccc(C(F)(F)F)cc1)N(Cc1ccc(C(F)(F)F)cc1)S(=O)C(C)(C)C. Yields the product COC(=O)C=CCC(c1ccc(C(F)(F)F)cc1)N(Cc1ccc(C(F)(F)F)cc1)S(=O)C(C)(C)C. Reaction SMILES: [C:33]([CH:34]=[CH2:35])(=[O:36])[O:37][CH3:38].[CH3:1][C:2]([CH3:3])([CH3:4])[S:5](=[O:6])[N:7]([CH:8]([CH2:9][CH:10]=[CH2:11])[c:12]1[cH:13][cH:14][c:15]([C:18]([F:19])([F:20])[F:21])[cH:16][cH:17]1)[CH2:22][c:23]1[cH:24][cH:25][c:26]([C:29]([F:30])([F:31])[F:32])[cH:27][cH:28]1>>[CH3:1][C:2]([CH3:3])([CH3:4])[S:5](=[O:6])[N:7]([CH:8]([CH2:9][CH:10]=[CH:11][C:33](=[O:36])[O:37][CH3:38])[c:12]1[cH:13][cH:14][c:15]([C:18]([F:19])([F:20])[F:21])[cH:16][cH:17]1)[CH2:22][c:23]1[cH:24][cH:25][c:26]([C:29]([F:30])([F:31])[F:32])[cH:27][cH:28]1. As a reaction SMILES: [Br:1][C:2]1[CH:10]=[C:9]([F:11])[C:5]2[NH:6][CH:7]=[N:8][C:4]=2[CH:3]=1.[O:12]1[CH:17]=[CH:16][CH2:15][CH2:14][CH2:13]1.CC1C=CC(S(O)(=O)=O)=CC=1.O>C1COCC1>[Br:1][C:2]1[CH:10]=[C:9]([F:11])[C:5]2[N:6]([CH:13]3[CH2:14][CH2:15][CH2:16][CH2:17][O:12]3)[CH:7]=[N:8][C:4]=2[CH:3]=1 |f:2.3|. Procedure: To a solution of 5-bromo-7-fluoro-1H-benzo[d]imidazole (650 mg, 3.02 mmol, CASRN 1197944-33-2) and 3,4-dihydro-2H-pyran (1.27 g, 15.12 mmol) in THF (10 mL) was added p-TsOH.H2O (58 mg, 0.30 mmol). The reaction was stirred at 80° C. overnight, cooled and the solvent removed in vacuo. The residue was diluted with DCM (100 mL) and water (50 mL). The organic layer was separated, dried (MgSO4), filtered and concentrated in vacuo. The crude product was purified by SiO2 chromatography eluting with a pe... The reactants are BrC1=CC2=C(NC=N2)C(=C1)F (5-bromo-7-fluoro-1H-benzo[d]imidazole), O1CCCC=C1 (3,4-dihydro-2H-pyran), CC=1C=CC(=CC1)S(=O)(=O)O.O (p-TsOH.H2O). Solvent: C1CCOC1 (THF). Reaction conditions: temperature 80 celsius, time 8 hour. Yields the product BrC1=CC2=C(N(C=N2)C2OCCCC2)C(=C1)F (5-bromo-7-fluoro-1-(tetrahydro-2H-pyran-2-yl)-1H-benzo[d]imidazole). Isolated yield 64.2%. The reactants are O([Na])C (NaOCH3), Cl.NO (hydroxylamine hydrochloride), NC1=CC(=C(C(=C1)Cl)C(C#N)(C)C)Cl (4-amino-2,6-dichloro-α,α-dimethylbenzeneacetonitrile). Solvent: CO (CH3OH). Yields the product NC1=CC(=C(C(=C1)Cl)C(C(N)=NO)(C)C)Cl (4-amino-2,6-dichloro-N′-hydroxy-α,α-dimethylbenzeneethanimidamide). Yield: 26.0%. As a reaction SMILES: O(C)[Na].Cl.[NH2:5][OH:6].[NH2:7][C:8]1[CH:13]=[C:12]([Cl:14])[C:11]([C:15]([CH3:19])([CH3:18])[C:16]#[N:17])=[C:10]([Cl:20])[CH:9]=1>CO>[NH2:7][C:8]1[CH:9]=[C:10]([Cl:20])[C:11]([C:15]([CH3:18])([CH3:19])[C:16](=[N:5][OH:6])[NH2:17])=[C:12]([Cl:14])[CH:13]=1 |f:1.2|. Procedure details: NaOCH3 30% (0.592 mole) was added to a solution of hydroxylamine hydrochloride (0.1085 mole) in CH3OH (200 ml), stirred at RT. The mixture was stirred for 10 minutes. Intermediate (3) (0.0542 mole) was added portionwise and the resulting reaction mixture was stirred and refluxed overnight. The solvent was evaporated. The residue was partitioned between CH2Cl2 and water. The organic layer was separated, dried, filtered and the solvent was evaporated. The residue was stirred in DIPE, filtered off,... Conditions: temperature 50 celsius, time 3 hour. Run in C1CCOC1 (THF). RXN SMILES: C(O)(C(F)(F)F)=O.O=C1NC[C@H]([C@H](O[C:17]2[C:18]3[N:19]([N:35]=[CH:36][C:37]=3[C:38]#[N:39])[CH:20]=[C:21](C3C=CC(N4CCNCC4)=CC=3)[N:22]=2)C)C1.CCN(C(C)C)C(C)C.O1CC(=O)C1.C(O[BH-](OC(=O)C)OC(=O)C)(=O)C.[Na+]>C1COCC1>[N:35]1[N:19]2[CH:20]=[CH:21][N:22]=[CH:17][C:18]2=[C:37]([C:38]#[N:39])[CH:36]=1 |f:4.5|. Reactants: C(=O)(C(F)(F)F)O (TFA), O=C1C[C@H](CN1)[C@@H](C)OC=1C=2N(C=C(N1)C1=CC=C(C=C1)N1CCNCC1)N=CC2C#N (4-((R)-1-((R)-5-oxopyrrolidin-3-yl)ethoxy)-6-(4-(piperazin-1-yl)phenyl)pyrazolo[1,5-a]pyrazine-3-carbonitrile), CCN(C(C)C)C(C)C (iPr2NEt), O1CC(C1)=O (3-oxetanone), C(C)(=O)O[BH-](OC(C)=O)OC(C)=O.[Na+] (sodium triacetoxyborohydride). Procedure: The crude TFA salt of 5.67 (0.089 mmol) was taken up in THF (2 mL) and was treated with iPr2NEt (16 μL, 0.089 mmol), 3-oxetanone (29 μL, 0.45 mmol) and sodium triacetoxyborohydride (132 mg, 0.62 mmol). The resulting mixture was heated to 50° C. and was stirred for 3 h. The reaction mixture was then partitioned between DCM, water, and 5% (w/v) saturated aqueous Na2CO3 and the phases were separated. The aqueous phase was extracted with DCM (3×20 mL) and the combined organics were dried over Na2SO4... The product is N1=CC(=C2N1C=CN=C2)C#N (pyrazolo[1,5-a]pyrazine-3-carbonitrile). The reactants are O=C([O-])O, CCOC(C)=O, CN(C)C=O, O=C(Cl)C(=O)Cl, Cl, O=C(O)c1ccc(F)c2ccccc12, NC(Cc1ccc(C(F)(F)F)cc1)C(O)c1ccc(F)cc1, [Na+], C1CCOC1, O. Product: O=C(NC(Cc1ccc(C(F)(F)F)cc1)C(O)c1ccc(F)cc1)c1ccc(F)c2ccccc12. Reaction SMILES: [C:44](=[O:45])([O-:46])[OH:47].[CH3:54][CH2:55][O:56][C:57](=[O:58])[CH3:59].[CH3:61][N:62]([CH3:63])[CH:64]=[O:65].[Cl:15][C:16]([C:17]([Cl:18])=[O:19])=[O:20].[ClH:21].[F:1][c:2]1[cH:3][cH:4][c:5]([C:12](=[O:13])[OH:14])[c:6]2[cH:7][cH:8][cH:9][cH:10][c:11]12.[F:22][c:23]1[cH:24][cH:25][c:26]([CH:29]([CH:30]([CH2:31][c:32]2[cH:33][cH:34][c:35]([C:38]([F:39])([F:40])[F:41])[cH:36][cH:37]2)[NH2:42])[OH:43])[cH:27][cH:28]1.[Na+:48].[O:49]1[CH2:50][CH2:51][CH2:52][CH2:53]1.[OH2:60]>>[F:1][c:2]1[cH:3][cH:4][c:5]([C:12](=[O:14])[NH:42][CH:30]([CH:29]([c:26]2[cH:25][cH:24][c:23]([F:22])[cH:28][cH:27]2)[OH:43])[CH2:31][c:32]2[cH:33][cH:34][c:35]([C:38]([F:39])([F:40])[F:41])[cH:36][cH:37]2)[c:6]2[cH:7][cH:8][cH:9][cH:10][c:11]12. The reactants are COC(C(C1=C(NN(C1=O)C1=CC=CC=C1)CC)(C(F)(F)F)O)=O (3-ethyl-α-hydroxy-2,5-dihydro-5-oxo-1-phenyl-α-trifluoromethyl-1H-pyrazole-4-acetic acid methyl ester), S(=O)(Cl)Cl (thionyl chloride). The solvent is C1(=CC=CC=C1)C (toluene). Product: COC(C(C(F)(F)F)=C1C(=NN(C1=O)C1=CC=CC=C1)CC)=O (2-(3-ethyl-1,5-dihydro-5-oxo-1-phenyl-4H-pyrazol-4-ylidene)-3,3,3-trifluoro-propanoic acid methyl ester), solid. As a reaction SMILES: [CH3:1][O:2][C:3](=[O:24])[C:4](O)([C:19]([F:22])([F:21])[F:20])[C:5]1[C:9](=[O:10])[N:8]([C:11]2[CH:16]=[CH:15][CH:14]=[CH:13][CH:12]=2)[NH:7][C:6]=1[CH2:17][CH3:18].S(Cl)(Cl)=O>C1(C)C=CC=CC=1>[CH3:1][O:2][C:3](=[O:24])[C:4](=[C:5]1[C:9](=[O:10])[N:8]([C:11]2[CH:12]=[CH:13][CH:14]=[CH:15][CH:16]=2)[N:7]=[C:6]1[CH2:17][CH3:18])[C:19]([F:21])([F:22])[F:20]. Procedure details: To a toluene solution (5 ml) of 3-ethyl-α-hydroxy-2,5-dihydro-5-oxo-1-phenyl-α-trifluoromethyl-1H-pyrazole-4-acetic acid methyl ester (172 mg, 0.5 mmol), thionyl chloride (0.365 ml, 5.0 mmol) was added and the mixture was stirred under reflux for 3 hours. After concentrating the liquid reaction mixture under reduced pressure, the title compound was obtained as a reddish brown solid (163 mg).